Dataset: the Open Reaction Database (ORD), a public repository of structured organic reaction records. Task: describe an organic reaction: reactants, conditions, products, and yield Starting materials: NC1=C(OC2=C1C(=C(C=C2)OC)Br)C(C=CC=2N=C(SC2)NC(C(C)C)=O)=O (1-(3-amino-4-bromo-5-methoxy-benzofuran-2-yl)-3-(2-isobutyrylamino-thiazole-4-yl)-2-propen-1-one), CC#N (MeCN), CC(=O)O (AcOH), OP(=O)(O)O (H3PO4). The reagents and catalysts are [Cl-].[Cl-].[Zn+2] (ZnCl2). The solvent is O (water). Conditions: temperature 90 celsius. Yields the product BrC1=C(C=CC2=C1C=1NC(CC(C1O2)=O)C=2N=C(SC2)NC(C(C)C)=O)OC (9-bromo-2-(2-isobutyrylamino-thiazole-4-yl)-8-methoxy-2,3-dihydro-benzofuro[3,2-b]pyridin-4(1H)-one). Isolated yield 55.1%. As a reaction SMILES: [NH2:1][C:2]1[C:6]2[C:7]([Br:13])=[C:8]([O:11][CH3:12])[CH:9]=[CH:10][C:5]=2[O:4][C:3]=1[C:14](=[O:28])[CH:15]=[CH:16][C:17]1[N:18]=[C:19]([NH:22][C:23](=[O:27])[CH:24]([CH3:26])[CH3:25])[S:20][CH:21]=1.CC#N.CC(O)=O.OP(O)(O)=O>[Cl-].[Cl-].[Zn+2].O>[Br:13][C:7]1[C:6]2[C:2]3[NH:1][CH:16]([C:17]4[N:18]=[C:19]([NH:22][C:23](=[O:27])[CH:24]([CH3:26])[CH3:25])[S:20][CH:21]=4)[CH2:15][C:14](=[O:28])[C:3]=3[O:4][C:5]=2[CH:10]=[CH:9][C:8]=1[O:11][CH3:12] |f:4.5.6|. Reported procedure: A mixture of 16A (2 g, 4.3 mmol), ZnCl2 (6 g), MeCN (10 mL), AcOH (2 mL) and H3PO4 (2 mL) was heated to 90° C. and reacted overnight. TLC monitored the reaction. After the reaction completed, the reaction mixture was added dropwise into water, extracted with ethyl acetate and concentrated to give 16B (1.1 g, 55% yield). Starting materials: COc1ccc(S(=O)(=O)c2c(Cc3ccccc3)oc3ccc(Br)cc23)cc1, Brc1ccc2oc(Cc3ccccc3)cc2c1. Product: O=S(=O)(c1ccc(O)cc1)c1c(Cc2ccccc2)oc2ccc(Br)cc12. RXN SMILES: [CH2:18]([c:19]1[cH:20][cH:21][cH:22][cH:23][cH:24]1)[c:25]1[o:26][c:27]2[c:28]([c:29]1[S:30](=[O:31])(=[O:32])[c:33]1[cH:34][cH:35][c:36]([O:39][CH3:40])[cH:37][cH:38]1)[cH:41][c:42]([Br:45])[cH:43][cH:44]2.[CH2:1]([c:2]1[o:3][c:4]2[cH:5][cH:6][c:7]([Br:8])[cH:9][c:10]2[cH:11]1)[c:12]1[cH:13][cH:14][cH:15][cH:16][cH:17]1>>[CH2:18]([c:19]1[cH:20][cH:21][cH:22][cH:23][cH:24]1)[c:25]1[o:26][c:27]2[c:28]([c:29]1[S:30](=[O:31])(=[O:32])[c:33]1[cH:34][cH:35][c:36]([OH:39])[cH:37][cH:38]1)[cH:41][c:42]([Br:45])[cH:43][cH:44]2. Reported procedure: By the reaction and treatment in the same manner as in Example 12 using 8-(benzyloxy)chroman-4-carboxylic acid (0.47 g) and (4-isopropylphenyl)[(6-methoxypyridin-3-yl)methyl]amine 0.43 g) as starting materials, 8-benzyloxy-N-(4-isopropylphenyl)-N-[(6-methoxypyridin-3-yl)methyl]chroman-4-carboxamide (0.61 g) was obtained. The yield is 70.6%. Product: C(C1=CC=CC=C1)OC=1C=CC=C2C(CCOC12)C(=O)N(CC=1C=NC(=CC1)OC)C1=CC=C(C=C1)C(C)C (8-benzyloxy-N-(4-isopropylphenyl)-N-[(6-methoxypyridin-3-yl)methyl]chroman-4-carboxamide). Starting materials: C(C1=CC=CC=C1)OC=1C=CC=C2C(CCOC12)C(=O)O (8-(benzyloxy)chroman-4-carboxylic acid), C(C)(C)C1=CC=C(C=C1)NCC=1C=NC(=CC1)OC ((4-isopropylphenyl)[(6-methoxypyridin-3-yl)methyl]amine). Reaction SMILES: [CH2:1]([O:8][C:9]1[CH:10]=[CH:11][CH:12]=[C:13]2[C:18]=1[O:17][CH2:16][CH2:15][CH:14]2[C:19]([OH:21])=O)[C:2]1[CH:7]=[CH:6][CH:5]=[CH:4][CH:3]=1.[CH:22]([C:25]1[CH:30]=[CH:29][C:28]([NH:31][CH2:32][C:33]2[CH:34]=[N:35][C:36]([O:39][CH3:40])=[CH:37][CH:38]=2)=[CH:27][CH:26]=1)([CH3:24])[CH3:23]>>[CH2:1]([O:8][C:9]1[CH:10]=[CH:11][CH:12]=[C:13]2[C:18]=1[O:17][CH2:16][CH2:15][CH:14]2[C:19]([N:31]([C:28]1[CH:29]=[CH:30][C:25]([CH:22]([CH3:24])[CH3:23])=[CH:26][CH:27]=1)[CH2:32][C:33]1[CH:34]=[N:35][C:36]([O:39][CH3:40])=[CH:37][CH:38]=1)=[O:21])[C:2]1[CH:3]=[CH:4][CH:5]=[CH:6][CH:7]=1. Reactants: C(C)OC(CN1N=CC=2[C@@H](CCCC12)N(C)S(=O)(=O)C1=CC(=CC(=C1)C(F)(F)F)Br)=O ({(R)-4-[(3-bromo-5-trifluoromethyl-benzenesulfonyl)-methyl-amino]-4,5,6,7-tetrahydro-indazol-1-yl}-acetic acid ethyl ester), FC1=CC=C(C=C1)B(O)O (4-fluoro-phenylboronic acid). Yields the product FC1=CC=C(C=C1)C1=CC(=CC(=C1)C(F)(F)F)S(=O)(=O)N([C@H]1C=2C=NN(C2CCC1)CC(=O)O)C ({(R)-4-[(4′-fluoro-5-trifluoromethyl-biphenyl-3-sulfonyl)-methyl-amino]-4,5,6,7-tetrahydro-indazol-1-yl}-acetic acid). Yield: 42.0%. RXN SMILES: C([O:3][C:4](=[O:31])[CH2:5][N:6]1[C:14]2[CH2:13][CH2:12][CH2:11][C@@H:10]([N:15]([S:17]([C:20]3[CH:25]=[C:24]([C:26]([F:29])([F:28])[F:27])[CH:23]=[C:22](Br)[CH:21]=3)(=[O:19])=[O:18])[CH3:16])[C:9]=2[CH:8]=[N:7]1)C.[F:32][C:33]1[CH:38]=[CH:37][C:36](B(O)O)=[CH:35][CH:34]=1>>[F:32][C:33]1[CH:38]=[CH:37][C:36]([C:22]2[CH:23]=[C:24]([C:26]([F:28])([F:27])[F:29])[CH:25]=[C:20]([S:17]([N:15]([CH3:16])[C@@H:10]3[CH2:11][CH2:12][CH2:13][C:14]4[N:6]([CH2:5][C:4]([OH:3])=[O:31])[N:7]=[CH:8][C:9]3=4)(=[O:18])=[O:19])[CH:21]=2)=[CH:35][CH:34]=1. Reported procedure: Starting with {(R)-4-[(3-bromo-5-trifluoromethyl-benzenesulfonyl)-methyl-amino]-4,5,6,7-tetrahydro-indazol-1-yl}-acetic acid ethyl ester (prepared by the method analogous to the one described for example 9-1, 1st step) and 4-fluoro-phenylboronic acid, using a method analogous to the one described for example 10-1, {(R)-4-[(4′-fluoro-5-trifluoromethyl-biphenyl-3-sulfonyl)-methyl-amino]-4,5,6,7-tetrahydro-indazol-1-yl}-acetic acid (5 mg, 42%) was obtained. MS cald. for C25H25F4N3O4S 539, obsd. (ES... The reactants are COC(=O)c1ccc2nc(-c3c(Cl)cccc3C(F)(F)F)[nH]c2c1, CO, Cl, [Na+], [OH-]. Yields the product O=C(O)c1ccc2nc(-c3c(Cl)cccc3C(F)(F)F)[nH]c2c1. As a reaction SMILES: [CH3:1][O:2][C:3](=[O:4])[c:5]1[cH:6][c:7]2[c:8]([n:9][c:10](-[c:12]3[c:13]([Cl:22])[cH:14][cH:15][cH:16][c:17]3[C:18]([F:19])([F:20])[F:21])[nH:11]2)[cH:23][cH:24]1.[CH3:28][OH:29].[ClH:27].[Na+:26].[OH-:25]>>[O:2]=[C:3]([OH:4])[c:5]1[cH:6][c:7]2[c:8]([n:9][c:10](-[c:12]3[c:13]([Cl:22])[cH:14][cH:15][cH:16][c:17]3[C:18]([F:19])([F:20])[F:21])[nH:11]2)[cH:23][cH:24]1. Yields the product Cn1ncc(-c2ccc(OC(F)(F)F)c(Br)c2)n1. As a reaction SMILES: [Br:19][c:20]1[cH:21][c:22](-[c:31]2[n:32][n:33][nH:34][cH:35]2)[cH:23][cH:24][c:25]1[O:26][C:27]([F:28])([F:29])[F:30].[CH2:2]([N+:3]([CH2:4][CH2:5][CH2:6][CH3:7])([CH2:8][CH2:9][CH2:10][CH3:11])[CH2:12][CH2:13][CH2:14][CH3:15])[CH2:16][CH2:17][CH3:18].[CH2:44]1[O:45][CH2:46][CH2:47][CH2:48]1.[CH3:36][O:37][S:38]([O:39][CH3:40])(=[O:41])=[O:42].[CH3:49][CH2:50][O:51][CH2:52][CH3:53].[F-:1].[OH2:43]>>[CH3:2][n:33]1[n:32][c:31](-[c:22]2[cH:21][c:20]([Br:19])[c:25]([O:26][C:27]([F:28])([F:29])[F:30])[cH:24][cH:23]2)[cH:35][n:34]1. Starting materials: FC(F)(F)Oc1ccc(-c2c[nH]nn2)cc1Br, CCCC[N+](CCCC)(CCCC)CCCC, C1CCOC1, COS(=O)(=O)OC, CCOCC, [F-], O.